From a dataset of the Open Reaction Database (ORD), a public repository of structured organic reaction records. describe an organic reaction: reactants, conditions, products, and yield The reactants are (E)-3-[2-(3-methylbenzothiophen-2yl)]-2-propenal, methoxycarbonylmethyl-2-methoxy triphenylphosphonium bromide, C1CCC2=NCCCN2CC1 (DBU), COC(C(=O)[O-])=CC=CC=1SC2=C(C1C)C=CC=C2 (methoxy-5-(3-methylbenzothiophen-2-yl)-2,4-pentadienoate), COC(C(=O)[O-])=CC=CC=1SC2=C(C1C)C=CC=C2 (methoxy-5-(3-methylbenzothiophen-2-yl)-2,4-pentadienoate), C(C)(C)OC(C)C (isopropyl ether). Solvent: C(Cl)Cl (CH2Cl2). Conditions: time 2 hour. Yields the product CO\C(\C(=O)OC)=C\C=C\C=1SC2=C(C1C)C=CC=C2 (methyl (2E,4E)-2-methoxy-5-(methylbenzothiophen-2-yl)-2,4-pentadienoate). Yield: 1.0%. Reaction SMILES: [CH3:1][O:2][C:3](=[CH:7][CH:8]=[CH:9][C:10]1[S:11][C:12]2[CH:19]=[CH:18][CH:17]=[CH:16][C:13]=2[C:14]=1[CH3:15])[C:4]([O-:6])=[O:5].[CH2:20]1CCN2C(=NCCC2)CC1.C(OC(C)C)(C)C>C(Cl)Cl>[CH3:1][O:2]/[C:3](=[CH:7]/[CH:8]=[CH:9]/[C:10]1[S:11][C:12]2[CH:19]=[CH:18][CH:17]=[CH:16][C:13]=2[C:14]=1[CH3:15])/[C:4]([O:6][CH3:20])=[O:5]. Procedure: Methyl (2Z,4E)-2-(methoxy-5-(3-methylbenzothiophen-2-yl)-2,4-pentadienoate and methyl (2Z,4E)-2-(methoxy-5-(3-methylbenzothiophen-2-yl)-2,4-pentadienoate. A solution of (E)-3-[2-(3-methylbenzothiophen-2yl)]-2-propenal (1 g, 5 mmol) in CH2Cl2 (30 ml) under nitrogen was treated with methoxycarbonylmethyl-2-methoxy triphenylphosphonium bromide (4.45 g, 10 mmol) and DBU (1.5 ml, 10 mmol). The reaction mixture was stirred at room temperature for 2 hours, washed with 10% aqueous HCl (5 ml), saturated ... The reactants are C(CCCC)C1=CC=C(C(=O)O)C=C1 (4-pentylbenzoic acid), N1=CC=CC=C1 (pyridine), C(C(=O)Cl)(=O)Cl (oxalyl chloride), Cl.CNOC (N,O-dimethylhydroxylamine HCl). The reagents and catalysts are CN(C)C=O (DMF). Solvent: C(Cl)Cl (CH2Cl2). Conditions: temperature 0 celsius, time 4.5 hour. Yields the product CON(C(C1=CC=C(C=C1)CCCCC)=O)C (N-Methoxy-N-methyl-4-pentylbenzamide). Isolated yield 96.4%. As a reaction SMILES: [CH2:1]([C:6]1[CH:14]=[CH:13][C:9]([C:10](O)=[O:11])=[CH:8][CH:7]=1)[CH2:2][CH2:3][CH2:4][CH3:5].C(Cl)(=O)C(Cl)=O.Cl.[CH3:22][NH:23][O:24][CH3:25].N1C=CC=CC=1>C(Cl)Cl.CN(C=O)C>[CH3:25][O:24][N:23]([CH3:22])[C:10](=[O:11])[C:9]1[CH:13]=[CH:14][C:6]([CH2:1][CH2:2][CH2:3][CH2:4][CH3:5])=[CH:7][CH:8]=1 |f:2.3|. Procedure details: To a solution of 4-pentylbenzoic acid (5 g, 0.026 mol) in 260 ml of CH2Cl2 containing molecular sieves (4 Å), two drops of DMF was added, and then oxalyl chloride (5.45 g, 0.043 mol) was added dropwise. After stirring for 4.5 h the mixture was filtered, concentrated on the rotatory evaporator and pumped for 15 min. The residue was redissolved in 130 ml of CH2Cl2 and N,O-dimethylhydroxylamine HCl (3.04 g, 0.031 mol) was added at room temperature. After cooling the solution to 0° C., 5.3 ml of pyr... Reactants: C=C(C)C1CCC(C)=C1CC(C)(C)C=O, CC(C)O. Product: C=C(C)C1CCC(C)=C1CC(C)(C)CO. As a reaction SMILES: [CH3:1][C:2]1=[C:3]([CH2:10][C:11]([CH:12]=[O:13])([CH3:14])[CH3:15])[CH:4]([C:7](=[CH2:8])[CH3:9])[CH2:5][CH2:6]1.[CH:16]([OH:17])([CH3:18])[CH3:19]>>[CH3:1][C:2]1=[C:3]([CH2:10][C:11]([CH2:12][OH:13])([CH3:14])[CH3:15])[CH:4]([C:7](=[CH2:8])[CH3:9])[CH2:5][CH2:6]1. Starting materials: CCCCCO, CC1=CCC2(CC1)OC2(C)C, [H-], [Na+], Sc1ccccc1. The product is CC1=CCC(O)(C(C)(C)Sc2ccccc2)CC1. Reaction SMILES: [CH2:21]([OH:22])[CH2:23][CH2:24][CH2:25][CH3:26].[CH3:1][C:2]1([CH3:11])[O:3][C:4]12[CH2:5][CH:6]=[C:7]([CH3:10])[CH2:8][CH2:9]2.[H-:12].[Na+:13].[SH:14][c:15]1[cH:16][cH:17][cH:18][cH:19][cH:20]1>>[CH3:1][C:2]([C:4]1([OH:3])[CH2:5][CH:6]=[C:7]([CH3:10])[CH2:8][CH2:9]1)([CH3:11])[S:14][c:15]1[cH:16][cH:17][cH:18][cH:19][cH:20]1. Starting materials: C(C)OC(=O)C(C1=CC=C(C=C1)NC1=NC=C(C(=N1)NC1=CC(=CC=C1)O)F)(C)C (N2-[4-[ethoxycarbonyl(dimethyl)methyl]phenyl]-5-fluoro-N4-(3-hydroxyphenyl)-2,4-pyrimidinediamine), CC(C)C[AlH]CC(C)C (DIBALH). The product is FC=1C(=NC(=NC1)NC1=CC=C(C=C1)C(CO)(C)C)NC1=CC(=CC=C1)O (5-fluoro-N2-[4-(2-hydroxy-1,1-dimethylethyl)phenyl]-N4-(3-hydroxyphenyl)-2,4-pyrimidinediamine). As a reaction SMILES: C([O:3][C:4]([C:6]([CH3:30])([CH3:29])[C:7]1[CH:12]=[CH:11][C:10]([NH:13][C:14]2[N:19]=[C:18]([NH:20][C:21]3[CH:26]=[CH:25][CH:24]=[C:23]([OH:27])[CH:22]=3)[C:17]([F:28])=[CH:16][N:15]=2)=[CH:9][CH:8]=1)=O)C.CC(C[AlH]CC(C)C)C>>[F:28][C:17]1[C:18]([NH:20][C:21]2[CH:26]=[CH:25][CH:24]=[C:23]([OH:27])[CH:22]=2)=[N:19][C:14]([NH:13][C:10]2[CH:11]=[CH:12][C:7]([C:6]([CH3:30])([CH3:29])[CH2:4][OH:3])=[CH:8][CH:9]=2)=[N:15][CH:16]=1. Procedure: In like manner to the preparation of N2-(3,4-ethylenedioxyphenyl)-5-fluoro-N4-[4-(2-hydroxy-1,1-dimethylethyl)phenyl]-2,4-pyrimidinediamine, N2-[4-[ethoxycarbonyl(dimethyl)methyl]phenyl]-5-fluoro-N4-(3-hydroxyphenyl)-2,4-pyrimidinediamine was reduced with DIBALH to provide 5-fluoro-N2-[4-(2-hydroxy-1,1-dimethylethyl)phenyl]-N4-(3-hydroxyphenyl)-2,4-pyrimidinediamine. 1H NMR (CDCl3): δ 7.89 (d, 1H, J=2.9 Hz), 7.57 (s, 1H), 7.41 (d, 2H, J=8.8 Hz), 7.29 (d, 2H, J=8.2 Hz), 7.16 (d, 1H, J=8.2 Hz), 7.... Reactants: C(#C)C=1C=NN2C1N=C(C=C2C(F)(F)F)C2=CC=C(C=C2)C(F)(F)F (3-ethynyl-7-trifluoromethyl-5-(4-trifluoromethyl-phenyl)-pyrazolo[1,5-a]pyrimidine), BrC=1C=C(C=CC1)S(=O)(=O)NCCC#N (3-Bromo-N-(2-cyano-ethyl)-benzenesulfonamide). Product: C(#N)CCNS(=O)(=O)C1=CC(=CC=C1)C#CC=1C=NN2C1N=C(C=C2C(F)(F)F)C2=CC=C(C=C2)C(F)(F)F (N-(2-Cyano-ethyl)-3-[7-trifluoromethyl-5-(4-trifluoromethyl-phenyl)-pyrazolo[1,5-a]pyrimidin-3-ylethynyl]-benzenesulfonamide), solid. Isolated yield 45.0%. As a reaction SMILES: [C:1]([C:3]1[CH:4]=[N:5][N:6]2[C:11]([C:12]([F:15])([F:14])[F:13])=[CH:10][C:9]([C:16]3[CH:21]=[CH:20][C:19]([C:22]([F:25])([F:24])[F:23])=[CH:18][CH:17]=3)=[N:8][C:7]=12)#[CH:2].Br[C:27]1[CH:28]=[C:29]([S:33]([NH:36][CH2:37][CH2:38][C:39]#[N:40])(=[O:35])=[O:34])[CH:30]=[CH:31][CH:32]=1>>[C:39]([CH2:38][CH2:37][NH:36][S:33]([C:29]1[CH:30]=[CH:31][CH:32]=[C:27]([C:2]#[C:1][C:3]2[CH:4]=[N:5][N:6]3[C:11]([C:12]([F:14])([F:13])[F:15])=[CH:10][C:9]([C:16]4[CH:21]=[CH:20][C:19]([C:22]([F:25])([F:24])[F:23])=[CH:18][CH:17]=4)=[N:8][C:7]=23)[CH:28]=1)(=[O:34])=[O:35])#[N:40]. Procedure: The title compound was prepared from 3-ethynyl-7-trifluoromethyl-5-(4-trifluoromethyl-phenyl)-pyrazolo[1,5-a]pyrimidine (example C.1) (355 mg, 1.0 mmol) and 3-Bromo-N-(2-cyano-ethyl)-benzenesulfonamide (example B.21) (376 mg, 1.3 mmol) according to general procedure II. Obtained as a yellow solid (254 mg, 45%). MS (ISP) 564.3[(M+H)+]; mp 174-182° C. Run in C1CCOC1 (THF), C1CCOC1 (THF). Starting materials: [BH4-].[Na+] (NaBH4), O (H2O), O=C1N(C(CC1)=O)OC(CC(C(=O)OCC1=CC=CC=C1)NC(=O)OC(C)(C)C)=O (2-tert-butoxycarbonylamino-succinic acid 1-benzyl ester 4-(2,5-dioxo-pyrrolidin-1-yl) ester). Product: C(C1=CC=CC=C1)OC(C(CCO)NC(=O)OC(C)(C)C)=O (2-tert-butoxycarbonylamino-4-hydroxy-butyric acid benzyl ester). Run at temperature 0 celsius, time 15 minute. Reaction SMILES: [BH4-].[Na+].O.O=C1CCC(=O)N1[O:11][C:12](=O)[CH2:13][CH:14]([NH:25][C:26]([O:28][C:29]([CH3:32])([CH3:31])[CH3:30])=[O:27])[C:15]([O:17][CH2:18][C:19]1[CH:24]=[CH:23][CH:22]=[CH:21][CH:20]=1)=[O:16]>C1COCC1>[CH2:18]([O:17][C:15](=[O:16])[CH:14]([NH:25][C:26]([O:28][C:29]([CH3:31])([CH3:30])[CH3:32])=[O:27])[CH2:13][CH2:12][OH:11])[C:19]1[CH:24]=[CH:23][CH:22]=[CH:21][CH:20]=1 |f:0.1|. The yield is 24.5%. Reported procedure: A solution of NaBH4 (262 mg, 6.92 mmol) in 4:1 THF:H2O (20 ml) was cooled to 0° C. To this mixture was slowly added a solution of the ester from step (38a) (4.61 mmol) in THF (12 ml). Gas was evolved. When gas evolution ceased, the mixture was quenched by the careful addition of saturated aqueous ammonium chloride. The resulting solution was stirred at 0° C. for an additional 15 min. EtOAc (200 ml) was added and the resulting mixture was washed with saturated aqueous NaCl. The organic layer was ... Reactants: ClCCl, O=C(Cl)c1cccc(I)c1, NC(CO)c1ccccc1. The product is O=C(NC(CO)c1ccccc1)c1cccc(I)c1. As a reaction SMILES: [Cl:21][CH2:22][Cl:23].[I:1][c:2]1[cH:3][c:4]([C:5](=[O:6])[Cl:7])[cH:8][cH:9][cH:10]1.[c:11]1([CH:17]([NH2:18])[CH2:19][OH:20])[cH:12][cH:13][cH:14][cH:15][cH:16]1>>[I:1][c:2]1[cH:3][c:4]([C:5](=[O:6])[NH:18][CH:17]([c:11]2[cH:12][cH:13][cH:14][cH:15][cH:16]2)[CH2:19][OH:20])[cH:8][cH:9][cH:10]1. The reactants are FC(C1=CC=C(C=C1)S(=O)[O-])(F)F.[Li+] (lithium 4-(trifluoromethyl)benzenesulfinate), ClCC=1N=C(OC1C)C1=CC=C(C(=O)OC)C=C1 (methyl 4-(4-(chloromethyl)-5-methyloxazol-2-yl)benzoate), C([O-])([O-])=O.[K+].[K+] (potassium carbonate). Run in CN(C=O)C (N,N-dimethylformamide). Conditions: temperature 70 celsius, time 8 hour. Yields the product CC1=C(N=C(O1)C1=CC=C(C(=O)OC)C=C1)CS(=O)(=O)C1=CC=C(C=C1)C(F)(F)F (methyl 4-(5-methyl-4-((4-(trifluoromethyl)phenylsulfonyl)methyl)oxazol-2-yl)benzoate). The yield is 84.3%. Reaction SMILES: [F:1][C:2]([F:13])([F:12])[C:3]1[CH:8]=[CH:7][C:6]([S:9]([O-:11])=[O:10])=[CH:5][CH:4]=1.[Li+].Cl[CH2:16][C:17]1[N:18]=[C:19]([C:23]2[CH:32]=[CH:31][C:26]([C:27]([O:29][CH3:30])=[O:28])=[CH:25][CH:24]=2)[O:20][C:21]=1[CH3:22].C(=O)([O-])[O-].[K+].[K+]>CN(C)C=O>[CH3:22][C:21]1[O:20][C:19]([C:23]2[CH:32]=[CH:31][C:26]([C:27]([O:29][CH3:30])=[O:28])=[CH:25][CH:24]=2)=[N:18][C:17]=1[CH2:16][S:9]([C:6]1[CH:5]=[CH:4][C:3]([C:2]([F:1])([F:12])[F:13])=[CH:8][CH:7]=1)(=[O:11])=[O:10] |f:0.1,3.4.5|. Procedure details: A mixture of lithium 4-(trifluoromethyl)benzenesulfinate (700 mg, 3.24 mmol, 1.72 equiv, 100%), methyl 4-(4-(chloromethyl)-5-methyloxazol-2-yl)benzoate (500 mg, 1.89 mmol, 1.00 equiv) and potassium carbonate (0.35 g) in N,N-dimethylformamide (25 mL) was stirred overnight at 70° C. The reaction mixture was cooled to room temperature then quenched by the addition of 60 mL of water and ice. The solid was collected by filtration, washed with 2×20 mL of water and dried in a vacuum oven to yield 0.7 g...